Dataset: the Open Reaction Database (ORD), a public repository of structured organic reaction records. Task: describe an organic reaction: reactants, conditions, products, and yield Starting materials: CN1CCC(COC(=O)Oc2ccc([N+](=O)[O-])cc2)CC1, Cc1cccc(N2CCNCC2)c1, CCN(C(C)C)C(C)C, Cl, Cl, CN(C)C=O. The product is Cc1cccc(N2CCN(C(=O)OCC3CCN(C)CC3)CC2)c1. Reaction SMILES: [C:1]([O:2][CH2:3][CH:4]1[CH2:5][CH2:6][N:7]([CH3:10])[CH2:8][CH2:9]1)([O:11][c:12]1[cH:13][cH:14][c:15]([N+:16]([O-:17])=[O:18])[cH:19][cH:20]1)=[O:21].[CH3:33][c:34]1[cH:35][c:36]([N:40]2[CH2:41][CH2:42][NH:43][CH2:44][CH2:45]2)[cH:37][cH:38][cH:39]1.[CH:22]([N:23]([CH2:24][CH3:25])[CH:26]([CH3:27])[CH3:28])([CH3:29])[CH3:30].[ClH:31].[ClH:32].[O:46]=[CH:47][N:48]([CH3:49])[CH3:50]>>[C:1]([O:2][CH2:3][CH:4]1[CH2:5][CH2:6][N:7]([CH3:10])[CH2:8][CH2:9]1)(=[O:21])[N:43]1[CH2:42][CH2:41][N:40]([c:36]2[cH:35][c:34]([CH3:33])[cH:39][cH:38][cH:37]2)[CH2:45][CH2:44]1. The reactants are Cl (hydrochloric acid), C1=C(C=CC2=CC=CC=C12)CCN1CCC(=CC1)C1=CC(=CC=C1)C(F)(F)F (1-[2-(2-naphthyl)ethyl]-4-(3-trifluoromethylphenyl)-1,2,3,6-tetrahydropyridine). The solvent is C(C)O (ethanol). Reaction conditions: temperature 5 celsius, time 1 hour. The product is Cl.C1=C(C=CC2=CC=CC=C12)CCN1CCC(=CC1)C1=CC(=CC=C1)C(F)(F)F (1-[2-(2-naphthyl)ethyl]-4-(3-trifluoromethylphenyl)-1,2,3,6-tetrahydropyridine hydrochloride). Reaction SMILES: [ClH:1].[CH:2]1[C:11]2[C:6](=[CH:7][CH:8]=[CH:9][CH:10]=2)[CH:5]=[CH:4][C:3]=1[CH2:12][CH2:13][N:14]1[CH2:19][CH:18]=[C:17]([C:20]2[CH:25]=[CH:24][CH:23]=[C:22]([C:26]([F:29])([F:28])[F:27])[CH:21]=2)[CH2:16][CH2:15]1>C(O)C>[ClH:1].[CH:2]1[C:11]2[C:6](=[CH:7][CH:8]=[CH:9][CH:10]=2)[CH:5]=[CH:4][C:3]=1[CH2:12][CH2:13][N:14]1[CH2:15][CH:16]=[C:17]([C:20]2[CH:25]=[CH:24][CH:23]=[C:22]([C:26]([F:29])([F:27])[F:28])[CH:21]=2)[CH2:18][CH2:19]1 |f:3.4|. Reported procedure: 6.25 ml of concentrated hydrochloric acid are added, with stirring, to a solution of 17.2 g of 1-[2-(2-naphthyl)ethyl]-4-(3-trifluoromethylphenyl)-1,2,3,6-tetrahydropyridine base, obtained according to Example 1, in 200 ml of absolute ethanol. The resulting mixture is refluxed for 90 minutes, after which the solution is first filtered hot and then evaporated to remove about 100 ml of solvent. 20 ml of distilled water are added to the mixture, the temperature of the solution is brought to 75° C. ... Starting materials: C(C)(=O)C=1C=C(C=C2C=CNC12)[N+](=O)[O-] (7-acetyl-5-nitroindole). The reagents and catalysts are [Pd] (Pd/C). The solvent is CO (MeOH). Product: C(C)(=O)C=1C=C(C=C2C=CNC12)N (7-Acetyl-5-aminoindole). The yield is 81.3%. As a reaction SMILES: [C:1]([C:4]1[CH:5]=[C:6]([N+:13]([O-])=O)[CH:7]=[C:8]2[C:12]=1[NH:11][CH:10]=[CH:9]2)(=[O:3])[CH3:2]>CO.[Pd]>[C:1]([C:4]1[CH:5]=[C:6]([NH2:13])[CH:7]=[C:8]2[C:12]=1[NH:11][CH:10]=[CH:9]2)(=[O:3])[CH3:2]. Procedure: A solution of 7-acetyl-5-nitroindole (0.2 g, 1.2 mmol) and 10% Pd/C (30 mg) in 20 mL of MeOH was stirred at reflux for 1 h. The reaction mixture was filtered and concentrated in vacuo, yielding oil (0.17 g, >95%), which was characterized by NMR and subjected to the following reaction without further purification. Reactants: C(\C=C\C(=O)O)(=O)O (Fumaric acid), resultant mixture, Cl.Cl.CN1N=NN=C1NCC1NCCC2=CC(=C(C=C12)O)O (1-(1-methyl-1H-tetrazol-5-yl)aminomethyl-6,7-dihydroxy-1,2,3,4-tetrahydroisoquinoline dihydrochloride), C([O-])(O)=O.[Na+] (sodium bicarbonate). The solvent is O (water), O (water), O (water). Reaction conditions: temperature 100 celsius, time 15 minute. The product is C(\C=C\C(=O)O)(=O)O.CN1N=NN=C1NCC1NCCC2=CC(=C(C=C12)O)O.CN1N=NN=C1NCC1NCCC2=CC(=C(C=C12)O)O (1-(1-methyl-1H-tetrazol-5-yl)aminomethyl-6,7-dihydroxy-1,2,3,4-tetrahydroisoquinoline hemifumarate). Isolated yield 84.0%. As a reaction SMILES: Cl.Cl.[CH3:3][N:4]1[C:8]([NH:9][CH2:10][CH:11]2[C:20]3[C:15](=[CH:16][C:17]([OH:22])=[C:18]([OH:21])[CH:19]=3)[CH2:14][CH2:13][NH:12]2)=[N:7][N:6]=[N:5]1.[C:23]([OH:30])(=[O:29])/[CH:24]=[CH:25]/[C:26]([OH:28])=[O:27].C(=O)(O)[O-].[Na+]>O>[C:23]([OH:30])(=[O:29])/[CH:24]=[CH:25]/[C:26]([OH:28])=[O:27].[CH3:3][N:4]1[C:8]([NH:9][CH2:10][CH:11]2[C:20]3[C:15](=[CH:16][C:17]([OH:22])=[C:18]([OH:21])[CH:19]=3)[CH2:14][CH2:13][NH:12]2)=[N:7][N:6]=[N:5]1.[CH3:3][N:4]1[C:8]([NH:9][CH2:10][CH:11]2[C:20]3[C:15](=[CH:16][C:17]([OH:22])=[C:18]([OH:21])[CH:19]=3)[CH2:14][CH2:13][NH:12]2)=[N:7][N:6]=[N:5]1 |f:0.1.2,4.5,7.8.9|. Procedure: A mixture of 1-(1-methyl-1H-tetrazol-5-yl)aminomethyl-6,7-dihydroxy-1,2,3,4-tetrahydroisoquinoline dihydrochloride (52.3 g) and water (300 ml) was stirred for 15 minutes at 100° C to give homogeneous solution. Fumaric acid (11.3 g) was added thereto at 100° C, to which was added water (50 ml). The mixture was stirred for 15 minutes, to which were added sodium bicarbonate (25.2 g) over 12 minutes and water (50 ml). The resultant mixture was stirred for 20 minutes at 100° C and the reaction mixtur... Reaction SMILES: [CH3:1][C:2]1[CH:3]=[C:4]([CH2:9][C:10]2[C:11](=[O:20])[NH:12][C:13]([NH:16][N+]([O-])=O)=[N:14][CH:15]=2)[CH:5]=[N:6][C:7]=1[CH3:8].[Br:21][C:22]1[C:23]([CH2:28][S:29][CH2:30][CH2:31]N)=[N:24][CH:25]=[CH:26][CH:27]=1>C(O)C>[Br:21][C:22]1[C:23]([CH2:28][S:29][CH2:30][CH2:31][NH:16][C:13]2[NH:12][C:11](=[O:20])[C:10]([CH2:9][C:4]3[CH:5]=[N:6][C:7]([CH3:8])=[C:2]([CH3:1])[CH:3]=3)=[CH:15][N:14]=2)=[N:24][CH:25]=[CH:26][CH:27]=1. Yields the product BrC=1C(=NC=CC1)CSCCNC1=NC=C(C(N1)=O)CC=1C=NC(=C(C1)C)C (2-[2-(3-bromo-2-pyridylmethylthio)ethylamino]-5-(5,6-dimethyl-3-pyridylmethyl)-4-pyrimidone). Procedure details: A mixture of 5-(5,6-dimethyl-3-pyridylmethyl)-2-nitroamino-4-pyrimidone and 1.2 molar equivalents of 2-(3-bromo-2-pyridylmethylthio)ethylamine was heated under reflux in ethanol for 48 hours, evaporated to dryness and the product isolated as 2-[2-(3-bromo-2-pyridylmethylthio)ethylamino]-5-(5,6-dimethyl-3-pyridylmethyl)-4-pyrimidone, m.p. 105°-7°. Solvent: C(C)O (ethanol). Starting materials: CC=1C=C(C=NC1C)CC=1C(NC(=NC1)N[N+](=O)[O-])=O (5-(5,6-dimethyl-3-pyridylmethyl)-2-nitroamino-4-pyrimidone), BrC=1C(=NC=CC1)CSCCN (2-(3-bromo-2-pyridylmethylthio)ethylamine).